From a dataset of the Open Reaction Database (ORD), a public repository of structured organic reaction records. describe an organic reaction: reactants, conditions, products, and yield Starting materials: resultant suspension, C1(=CC=CC=C1)C (toluene), C(C1=CC=CC=C1)OC(=O)NC(C(=O)OCC)C(=O)OCC (diethyl 2-benzyloxycarbonylaminomalonate), [I-].[Na+] (sodium iodide), ClCC(=O)N (α-chloroacetamide), [O-]CC.[Na+] (sodium ethoxide), resultant mixture, resultant mixture. The solvent is C(C)O (ethanol), C(C)O (ethanol). Run at temperature 0 celsius, time 3 hour. Product: C(C1=CC=CC=C1)OC(=O)NC1(C(=O)NC(C1)=O)C(=O)OCC (2-benzyloxycarbonylamino-2-ethoxycarbonyl succinimide). Yield: 72.0%. As a reaction SMILES: [I-].[Na+].Cl[CH2:4][C:5]([NH2:7])=[O:6].C1(C)C=CC=CC=1.[CH2:15]([O:22][C:23]([NH:25][CH:26]([C:32]([O:34]CC)=O)[C:27]([O:29][CH2:30][CH3:31])=[O:28])=[O:24])[C:16]1[CH:21]=[CH:20][CH:19]=[CH:18][CH:17]=1.[O-]CC.[Na+]>C(O)C>[CH2:15]([O:22][C:23]([NH:25][C:26]1([C:27]([O:29][CH2:30][CH3:31])=[O:28])[CH2:4][C:5](=[O:6])[NH:7][C:32]1=[O:34])=[O:24])[C:16]1[CH:17]=[CH:18][CH:19]=[CH:20][CH:21]=1 |f:0.1,5.6|. Procedure: To 123 kg of ethanol, 25.0 kg (167 mol) of sodium iodide and 14.2 kg (152 mol) of α-chloroacetamide were added and the resultant mixture was heated to 77° C. and was stirred for 3 hours. To the resultant suspension, 58.2 kg (130 mol) of 69% toluene solution of diethyl 2-benzyloxycarbonylaminomalonate was added, followed by cooling the resultant mixture to 0° C. Thereto, 89.1 kg (262 mol) of 20% ethanol solution of sodium ethoxide was dropped for 3 hours while maintaining the temperature at 0° C....